Task: describe an organic reaction: reactants, conditions, products, and yield. Dataset: the Open Reaction Database (ORD), a public repository of structured organic reaction records Product: O=C1C=CN(C=C1)C1=CC=C(C=C1)/C=C/CC(=O)O ((E)-4-(4-(1,4-Dihydro-4-oxo-1-pyridyl)phenyl)-3-butenoic acid). Yield: 67.9%. Reactants: O=C1C=CN(C=C1)C1=CC=C(C=O)C=C1 (4-(1,4-dihydro-4-oxo-1-pyridyl)benzaldehyde), CC(C)([O-])C.[K+] (potassium tertbutoxide), ice water, [Cl-].C(=O)(O)CC[P+](C1=CC=CC=C1)(C1=CC=CC=C1)C1=CC=CC=C1 (β-carboxyethyltriphenylphosphonium chloride). The solvent is O1CCCC1 (tetrahydrofuran), O1CCCC1 (tetrahydrofuran). As a reaction SMILES: [O:1]=[C:2]1[CH:7]=[CH:6][N:5]([C:8]2[CH:15]=[CH:14][C:11]([CH:12]=O)=[CH:10][CH:9]=2)[CH:4]=[CH:3]1.[Cl-].[C:17]([CH2:20][CH2:21][P+](C1C=CC=CC=1)(C1C=CC=CC=1)C1C=CC=CC=1)([OH:19])=[O:18].CC(C)([O-])C.[K+]>O1CCCC1>[O:1]=[C:2]1[CH:7]=[CH:6][N:5]([C:8]2[CH:15]=[CH:14][C:11](/[CH:12]=[CH:21]/[CH2:20][C:17]([OH:19])=[O:18])=[CH:10][CH:9]=2)[CH:4]=[CH:3]1 |f:1.2,3.4|. Run at temperature -5 celsius, time 14 hour. Procedure: 4.0 g of 4-(1,4-dihydro-4-oxo-1-pyridyl)benzaldehyde and 8.2 g of β-carboxyethyltriphenylphosphonium chloride were suspended in 40 ml of tetrahydrofuran in a nitrogen atmosphere. The obtained suspension was cooled to -5° C., followed by the gradual addition of a solution of 4.96 g of potassium tertbutoxide in 30 ml of tetrahydrofuran. The temperature of the mixture was gradually raised to a room temperature. The resulting mixture was stirred for 14 hours, followed by the addition of ice-water. T...